This data is from the Open Reaction Database (ORD), a public repository of structured organic reaction records. The task is: describe an organic reaction: reactants, conditions, products, and yield The reactants are C(C)(=O)OC(CC(C)(C)C)=O (tert-butylacetyl acetate), C(O)([O-])=O.[Na+] (sodium hydrogen-carbonate), N1=C(NCCC1)S (3,4,5,6-tetrahydro-2-pyrimidinethiol), S(=O)(=O)(Cl)Cl (sulfuryl chloride), ice, CC(=O)CC (methylethylketone). The solvent is C(C)OCC (diethylether). Run at time 30 minute. Yields the product Cl.CC1=C(SC=2N1CCCN2)C(=O)OC(C)(C)C (tert-Butyl 3-methyl-6,7-dihydro-5H-thiazolo [3,2-a]pyrimidine-2-carboxylate hydrochloride). RXN SMILES: C(OC(=O)C[C:7]([CH3:10])([CH3:9])[CH3:8])(=O)C.S(Cl)([Cl:15])(=O)=O.[C:17](=[O:20])([O-])[OH:18].[Na+].[N:22]1[CH2:27][CH2:26][CH2:25][NH:24][C:23]=1[SH:28].[CH3:29][C:30]([CH2:32]C)=O>C(OCC)C>[ClH:15].[CH3:32][C:30]1[N:22]2[CH2:27][CH2:26][CH2:25][N:24]=[C:23]2[S:28][C:29]=1[C:17]([O:18][C:7]([CH3:8])([CH3:9])[CH3:10])=[O:20] |f:2.3,7.8|. Procedure details: In 300 ml of anhydrous diethylether was dissolved 31.6 g of tert-butylacetyl acetate and to the mixture was added dropwise 17.6 ml of sulfuryl chloride under cooling with ice. After stirring at room temperature for 30 minutes, the reaction mixture was added to the ice-cooled 5% sodium hydrogen-carbonate aqueous solution and an organic layer was washed with water. The organic layer was separated, dreid over anhydrous magnesium sulfate and the solvent was removed under reduced pressure to yield 37...